From a dataset of the Open Reaction Database (ORD), a public repository of structured organic reaction records. describe an organic reaction: reactants, conditions, products, and yield Run at temperature 55 celsius. Reactants: NC1=NC(=CC(=N1)N1N=C(C2=CC=C(C=C12)I)C(=O)O)Cl (1-(2-amino-6-chloropyrimidin-4-yl)-6-iodo-1H-indazole-3-carboxylic acid), N1=C(N=CC=C1)C(C)(C#C)O (2-(pyrimidin-2-yl)but-3-yn-2-ol). Product: NC1=NC(=CC(=N1)N1N=C(C2=CC=C(C=C12)C#CC(C)(C1=NC=CC=N1)O)C(=O)O)Cl (1-(2-amino-6-chloropyrimidin-4-yl)-6-[3-hydroxy-3-(pyrimidin-2-yl)but-1-yn-1-yl]-1H-indazole-3-carboxylic acid). Run in C(C)N(CC)CC (triethylamine). Procedure details: To a solution of 1-(2-amino-6-chloropyrimidin-4-yl)-6-iodo-1H-indazole-3-carboxylic acid (750 mg, 1.81 mmol) in 1:1 triethylamine/dry THF (12 mL) was introduced bis(triphenylphosphine)palladium(II) chloride (127 mg, 0.18 mmol), copper(I) iodide (34 mg, 0.18 mmol) and 2-(pyrimidin-2-yl)but-3-yn-2-ol (535 mg, 3.61 mmol). The reaction mixture was warmed to 55° C. for 1 hr. After cooling to RT, the reaction mixture was concentrated in vacuo to furnish the crude title compound: 1H NMR (500 MHz, DMSO)... The reagents and catalysts are Cl[Pd]([P](C1=CC=CC=C1)(C2=CC=CC=C2)C3=CC=CC=C3)([P](C4=CC=CC=C4)(C5=CC=CC=C5)C6=CC=CC=C6)Cl (bis(triphenylphosphine)palladium(II) chloride), [Cu]I (copper(I) iodide). RXN SMILES: [NH2:1][C:2]1[N:7]=[C:6]([N:8]2[C:16]3[C:11](=[CH:12][CH:13]=[C:14](I)[CH:15]=3)[C:10]([C:18]([OH:20])=[O:19])=[N:9]2)[CH:5]=[C:4]([Cl:21])[N:3]=1.[N:22]1[CH:27]=[CH:26][CH:25]=[N:24][C:23]=1[C:28]([OH:32])([C:30]#[CH:31])[CH3:29]>Cl[Pd](Cl)([P](C1C=CC=CC=1)(C1C=CC=CC=1)C1C=CC=CC=1)[P](C1C=CC=CC=1)(C1C=CC=CC=1)C1C=CC=CC=1.[Cu]I.C(N(CC)CC)C>[NH2:1][C:2]1[N:7]=[C:6]([N:8]2[C:16]3[C:11](=[CH:12][CH:13]=[C:14]([C:31]#[C:30][C:28]([OH:32])([C:23]4[N:24]=[CH:25][CH:26]=[CH:27][N:22]=4)[CH3:29])[CH:15]=3)[C:10]([C:18]([OH:20])=[O:19])=[N:9]2)[CH:5]=[C:4]([Cl:21])[N:3]=1 |^1:35,54|. Reactants: NC1=NC(=C(C=C1)Br)CC (2-amino-5-bromo-6-ethylpyridine), N1(CCOCC1)S(=O)(=O)C1=CC=C(C=C1)S (4-(N -morpholinylsulfonyl)thiophenol), ClC1=C(C=CC(=C1)C(F)(F)F)S(=O)(=O)Cl (2-chloro-4-trifluoromethylphenylsulfonyl chloride). Product: ClC1=C(C=CC(=C1)C(F)(F)F)S(=O)(=O)NC1=NC(=C(C=C1)SC1=CC=C(C=C1)S(=O)(=O)N1CCOCC1)CC (2-Chloro-N-{6-ethyl-5-[4-(morpholine-4-sulfonyl) -phenylsulfanyl]-pyridin-2-yl}-4-trifluoromethyl-benzenesulfonamide). As a reaction SMILES: [NH2:1][C:2]1[CH:7]=[CH:6][C:5](Br)=[C:4]([CH2:9][CH3:10])[N:3]=1.[N:11]1([S:17]([C:20]2[CH:25]=[CH:24][C:23]([SH:26])=[CH:22][CH:21]=2)(=[O:19])=[O:18])[CH2:16][CH2:15][O:14][CH2:13][CH2:12]1.[Cl:27][C:28]1[CH:33]=[C:32]([C:34]([F:37])([F:36])[F:35])[CH:31]=[CH:30][C:29]=1[S:38](Cl)(=[O:40])=[O:39]>>[Cl:27][C:28]1[CH:33]=[C:32]([C:34]([F:36])([F:35])[F:37])[CH:31]=[CH:30][C:29]=1[S:38]([NH:1][C:2]1[CH:7]=[CH:6][C:5]([S:26][C:23]2[CH:22]=[CH:21][C:20]([S:17]([N:11]3[CH2:12][CH2:13][O:14][CH2:15][CH2:16]3)(=[O:19])=[O:18])=[CH:25][CH:24]=2)=[C:4]([CH2:9][CH3:10])[N:3]=1)(=[O:40])=[O:39]. Reported procedure: Prepared from 2-amino-5-bromo-6-ethylpyridine and 4-(N -morpholinylsulfonyl)thiophenol according to General Method 11 step 1 followed by reaction with 2-chloro-4-trifluoromethylphenylsulfonyl chloride according to General Method 11 step 2. 1H NMR (CDCl3): 8.41 (1 H, d, J 10 Hz, A-ring CH ortho to SO2NH), 7.81-7.63 (5 H, m, Ar CH's), 7.20 (2 H, d, 2×C-ring CH's), 6.94 (1 H, d, J 10 Hz, pyridyl CH's), 3.83-3.77 (4H, m, CH2OCH2), 3.09-2.98 (4H, m, CH2NCH2), 2.93 (3H, q, J 9 Hz, CH2CH3), 1.31 (3 H, ... Reactants: CO (MeOH), C(CCC)[Li] (butyllithium), BrC1=CC=C(C=C1)[C@@H]1CN2[C@@H](C3=CC=CC=C13)CCC2 (trans-1,2,3,5,6,10b-hexahydro-6-(4'-bromophenyl)pyrrolo[2,1-a]isoquinoline), II (iodine). The solvent is C(Cl)Cl (methylene chloride), CCN(CC)CC (Et3N), C1CCOC1 (THF), CCCCCC (hexane), C1CCOC1 (THF). Conditions: temperature -78 celsius, time 5 minute. Yields the product IC1=CC=C(C=C1)[C@@H]1CN2[C@@H](C3=CC=CC=C13)CCC2 (Trans-1,2,3,5,6,10b-Hexahydro-6-(4'-iodophenyl)pyrrolo[2,1-a]isoquinoline). The yield is 48.9%. Reaction SMILES: C([Li])CCC.Br[C:7]1[CH:12]=[CH:11][C:10]([C@H:13]2[C:22]3[C:17](=[CH:18][CH:19]=[CH:20][CH:21]=3)[C@H:16]3[CH2:23][CH2:24][CH2:25][N:15]3[CH2:14]2)=[CH:9][CH:8]=1.[I:26]I.CO>CCCCCC.C1COCC1.C(Cl)Cl.CCN(CC)CC>[I:26][C:7]1[CH:12]=[CH:11][C:10]([C@H:13]2[C:22]3[C:17](=[CH:18][CH:19]=[CH:20][CH:21]=3)[C@H:16]3[CH2:23][CH2:24][CH2:25][N:15]3[CH2:14]2)=[CH:9][CH:8]=1. Reported procedure: To a stirred solution of 1.6 M of butyllithium (0.63 mL, 1.0 mmol) in hexane was added slowly a solution of trans-1,2,3,5,6,10b-hexahydro-6-(4'-bromophenyl)pyrrolo[2,1-a]isoquinoline (100 mg, 0.3 mmol) in 5 mL of anhydrous THF at -78° C. under an argon atmosphere. After stirred at -78° C. for 5 min., a solution of iodine (252 mg, 1.0 mmol) in 5 mL of anhydrous. THF was added in one portion. The reaction mixture was stirred at -78° C. for 30 min and then at room temperature for further 15 min, qu... Starting materials: Cc1c[nH]c2cnccc12, [H-], NOS(=O)(=O)O, [Na+], CN(C)C=O. Yields the product Cc1cn(N)c2cnccc12. RXN SMILES: [CH3:3][c:4]1[cH:5][nH:6][c:7]2[cH:8][n:9][cH:10][cH:11][c:12]12.[H-:1].[NH2:13][O:14][S:15]([OH:16])(=[O:17])=[O:18].[Na+:2].[O:19]=[CH:20][N:21]([CH3:22])[CH3:23]>>[CH3:3][c:4]1[cH:5][n:6]([NH2:13])[c:7]2[cH:8][n:9][cH:10][cH:11][c:12]12. The solvent is C(Cl)Cl (DCM). Reaction conditions: temperature 110 celsius, time 30 minute. Reagents/catalysts: [Ti](Cl)(Cl)(Cl)Cl (Titanium (IV) chloride). Procedure details: Titanium (IV) chloride (0.39 mL, 3.5 mmol) was carefully added to a solution of 1-[(3,5-difluoro-phenylimino)-ethoxycarbonylamino-methyl]-1H-pyrazole-4-carboxylic acid ethyl ester (0.321 g, 0.876 mmol) and DCE (2.7 mL), and the resulting solution was heated to 110° C. for 1.5 h. The reaction mixture was cooled to room temperature and water (50 mL), methanol (1 mL), and DCM (40 mL) were added. The biphasic mixture was stirred for 30 min, and the layers were separated. The aqueous layer was furthe... The reactants are C(C)OC(=O)C=1C=NN(C1)C(NC(=O)OCC)=NC1=CC(=CC(=C1)F)F (1-[(3,5-difluoro-phenylimino)-ethoxycarbonylamino-methyl]-1H-pyrazole-4-carboxylic acid ethyl ester), ClCCCl (DCE), O (water), CO (methanol). The product is C(C)OC(=O)C=1C=NN(C1)C1=NC2=CC(=CC(=C2C(N1)=O)F)F (1-(5,7-difluoro-4-oxo-3,4-dihydro-quinazolin-2-yl)-1H-pyrazole-4-carboxylic acid ethyl ester). RXN SMILES: [CH2:1]([O:3][C:4]([C:6]1[CH:7]=[N:8][N:9]([C:11](=[N:18][C:19]2[CH:24]=[C:23]([F:25])[CH:22]=[C:21]([F:26])[CH:20]=2)[NH:12][C:13](OCC)=[O:14])[CH:10]=1)=[O:5])[CH3:2].ClCCCl.O.CO>[Ti](Cl)(Cl)(Cl)Cl.C(Cl)Cl>[CH2:1]([O:3][C:4]([C:6]1[CH:7]=[N:8][N:9]([C:11]2[NH:12][C:13](=[O:14])[C:24]3[C:19](=[CH:20][C:21]([F:26])=[CH:22][C:23]=3[F:25])[N:18]=2)[CH:10]=1)=[O:5])[CH3:2]. Yield: 61.3%. Starting materials: F\C(\C(=O)OCC)=C/C1=CC2=CC=CC=C2C=C1 (ethyl (Z)-2-fluoro-3-(2-naphthyl)acrylate), [H-].C(C(C)C)[Al+]CC(C)C (diisobutylaluminum hydride). Product: F\C(\CO)=C/C1=CC2=CC=CC=C2C=C1 ((Z)-2-fluoro-3-(2-naphthyl)-2-propen-1-ol). Yield: 88.7%. Reaction SMILES: [F:1]/[C:2](=[CH:8]\[C:9]1[CH:18]=[CH:17][C:16]2[C:11](=[CH:12][CH:13]=[CH:14][CH:15]=2)[CH:10]=1)/[C:3](OCC)=[O:4].[H-].C([Al+]CC(C)C)C(C)C>>[F:1]/[C:2](=[CH:8]\[C:9]1[CH:18]=[CH:17][C:16]2[C:11](=[CH:12][CH:13]=[CH:14][CH:15]=2)[CH:10]=1)/[CH2:3][OH:4] |f:1.2|. Reported procedure: The reaction of ethyl (Z)-2-fluoro-3-(2-naphthyl)acrylate (3.77 g) with diisobutylaluminum hydride was carried out in a similar manner as described in Reference example 3 to give the titled compound (2.77 g) as a colorless solid.